This data is from the Open Reaction Database (ORD), a public repository of structured organic reaction records. The task is: describe an organic reaction: reactants, conditions, products, and yield The reactants are Nc1ccc(Cl)cc1[N+](=O)[O-], [I-], [K+], O=N[O-], NC(N)=O, [Na+], O=S(=O)(O)O. Product: O=[N+]([O-])c1cc(Cl)ccc1I. Reaction SMILES: [Cl:1][c:2]1[cH:3][c:4]([N+:9](=[O:10])[O-:11])[c:5]([NH2:6])[cH:7][cH:8]1.[I-:21].[K+:20].[N:12]([O-:13])=[O:14].[NH2:16][C:17](=[O:18])[NH2:19].[Na+:15].[S:22](=[O:23])(=[O:24])([OH:25])[OH:26]>>[Cl:1][c:2]1[cH:3][c:4]([N+:9](=[O:10])[O-:11])[c:5]([I:21])[cH:7][cH:8]1. Reaction SMILES: [Cl:1][C:2]1[N:10]=[C:9]2[C:5]([N:6]=[CH:7][N:8]2[CH:11]2[CH2:15][CH2:14][CH2:13][CH2:12]2)=[C:4](Cl)[N:3]=1.[CH3:17][O:18][C:19]1[CH:26]=[CH:25][C:22]([CH2:23][NH2:24])=[CH:21][CH:20]=1>C(N(CC)CC)C>[Cl:1][C:2]1[N:10]=[C:9]2[C:5]([N:6]=[CH:7][N:8]2[CH:11]2[CH2:15][CH2:14][CH2:13][CH2:12]2)=[C:4]([NH:24][CH2:23][C:22]2[CH:25]=[CH:26][C:19]([O:18][CH3:17])=[CH:20][CH:21]=2)[N:3]=1. Reported procedure: 2-Chloro-6-[(4-methoxybenzyl)amino]-9-cyclopentylpurine is prepared from 2,6-dichloro-9-cyclopentylpurine, 4-methoxybenzylamine, and triethylamine essentially as described above in Example 1, Scheme A, step b. The product is ClC1=NC(=C2N=CN(C2=N1)C1CCCC1)NCC1=CC=C(C=C1)OC (2-Chloro-6-[(4-methoxybenzyl)amino]-9-cyclopentylpurine). The solvent is C(C)N(CC)CC (triethylamine). Reactants: ClC1=NC(=C2N=CN(C2=N1)C1CCCC1)Cl (2,6-dichloro-9-cyclopentylpurine), COC1=CC=C(CN)C=C1 (4-methoxybenzylamine). The reactants are COC1=CC=C(C=C1)N1N=C(C=C1)\C=C\C(=O)OC (1-[(4-methoxy)phenyl]-3-[E-2-(methoxycarbonyl) ethenyl]-1H-pyrazole), [H][H] (hydrogen). Reagents/catalysts: [Pd] (palladium on carbon). The solvent is C(C)O (ethanol). Yields the product COC1=CC=C(C=C1)N1N=C(C=C1)CCC(=O)OC (1-[(4-Methoxy)phenyl]-3-[2-(methoxycarbonyl)ethyl]-1H-pyrazole). The yield is 88.7%. RXN SMILES: [CH3:1][O:2][C:3]1[CH:8]=[CH:7][C:6]([N:9]2[CH:13]=[CH:12][C:11](/[CH:14]=[CH:15]/[C:16]([O:18][CH3:19])=[O:17])=[N:10]2)=[CH:5][CH:4]=1.[H][H]>C(O)C.[Pd]>[CH3:1][O:2][C:3]1[CH:4]=[CH:5][C:6]([N:9]2[CH:13]=[CH:12][C:11]([CH2:14][CH2:15][C:16]([O:18][CH3:19])=[O:17])=[N:10]2)=[CH:7][CH:8]=1. Procedure details: To a solution of 1-[(4-methoxy)phenyl]-3-[E-2-(methoxycarbonyl) ethenyl]-1H-pyrazole-5-[(2'-aminosulfonyl-[1,1']-biphen-4-yl) carboxyamide (35 mg, 0.065 mmol) in 20 mL of absolute ethanol at ambient temperature was added 10% palladium on carbon catalyst (3.5 mg). This mixture was stirred under 1 atm of hydrogen gas for 3 h and then was filtered through a pad of celite and concentrated in vacuo. The residue was purified by prep HPLC (C18 reverse phase column, elution with a H2O/CH3CN gradient wit... Yield: 124.8%. Reaction conditions: temperature -78 celsius, time 15 minute. Reactants: IC1=CC=C(N)C=C1 (4-iodoaniline), C(=O)([O-])[O-].[K+].[K+] (K2CO3), [Li+].CC(C)[N-]C(C)C (LDA), ice water. Run in CN(C)C=O (DMF). Reported procedure: To a solution of the intermediate (2.65 g, 12.5 mmol) obtained above and triisopropyl borate (3.38 g, 4.14 mL, 18.8 mmol) in dry THF (18 mL) at −78° C. is added LDA (10 mL, 1.5 M, 15.0 mmol). The mixture is stirred at −78° C. for 15 min after the addition, then slowly brought to room temperature and stirred for 30 min. It is then cooled at −78° C. and followed by the addition of 4-iodoaniline (3.29 g, 15.0 mmol), PdCl2(dppf) (0.46 g, 0.6 mmol), DMF (40 mL) and K2CO3 (18.8 mL, 2.0 M, 37.6 mmol). ... Reagents/catalysts: C1=CC=C(C=C1)P([C-]2C=CC=C2)C3=CC=CC=C3.C1=CC=C(C=C1)P([C-]2C=CC=C2)C3=CC=CC=C3.Cl[Pd]Cl.[Fe+2] (PdCl2(dppf)). Product: NC1=CC=C(C=C1)C=1N(C2=CC(=CC=C2C1C#N)OC)C1CC1 (2-(4-aminophenyl)-1-cyclopropyl-6-methoxyindole-3-carbonitrile). As a reaction SMILES: [Li+].[CH3:2][CH:3]([N-:5][CH:6]([CH3:8])[CH3:7])[CH3:4].I[C:10]1[CH:16]=[CH:15][C:13]([NH2:14])=[CH:12][CH:11]=1.[C:17]([O-:20])([O-])=O.[K+].[K+]>C1C=CC(P(C2C=CC=CC=2)[C-]2C=CC=C2)=CC=1.C1C=CC(P(C2C=CC=CC=2)[C-]2C=CC=C2)=CC=1.Cl[Pd]Cl.[Fe+2].CN(C=O)C>[NH2:14][C:13]1[CH:15]=[CH:16][C:10]([C:11]2[N:5]([CH:6]3[CH2:8][CH2:7]3)[C:3]3[C:4]([C:12]=2[C:13]#[N:14])=[CH:10][CH:16]=[C:15]([O:20][CH3:17])[CH:2]=3)=[CH:11][CH:12]=1 |f:0.1,3.4.5,6.7.8.9|.